Dataset: the Open Reaction Database (ORD), a public repository of structured organic reaction records. Task: describe an organic reaction: reactants, conditions, products, and yield Reactants: NCC=1C=C(C=NC1Cl)OC[C@H]1N(CC1)C(=O)OC(C)(C)C (5-aminomethyl-3-(1-BOC-2-(S)-azetidinylmethoxy)-6-chloropyridine), CI NH3, ClC(=O)OC (methyl chloroformate), C(C1=CC=CC=C1)(=O)Cl (benzoyl chloride). The product is C(=O)(OC(C)(C)C)N1[C@@H](CC1)COC=1C=NC=C(C1)CNC(=O)OC (3-(l-BOC-2-(S)-azetidinylmethoxy)-5-(N-methoxycarbonylamino)methylpyridine). Yield: 94.0%. As a reaction SMILES: [NH2:1][CH2:2][C:3]1[CH:4]=[C:5]([O:10][CH2:11][C@@H:12]2[CH2:15][CH2:14][N:13]2[C:16]([O:18][C:19]([CH3:22])([CH3:21])[CH3:20])=[O:17])[CH:6]=[N:7][C:8]=1Cl.Cl[C:24]([O:26][CH3:27])=[O:25].C(Cl)(=O)C1C=CC=CC=1>>[C:16]([N:13]1[CH2:14][CH2:15][C@H:12]1[CH2:11][O:10][C:5]1[CH:6]=[N:7][CH:8]=[C:3]([CH2:2][NH:1][C:24]([O:26][CH3:27])=[O:25])[CH:4]=1)([O:18][C:19]([CH3:22])([CH3:21])[CH3:20])=[O:17]. Procedure details: Following the general procedure of Example 92c, substituting 5-aminomethyl-3-(1-BOC-2-(S)-azetidinylmethoxy)pyridine from Example 205b for 5-aminomethyl-3-(1-BOC-2-(S)-azetidinylmethoxy)-6-chloropyridine and methyl chloroformate for benzoyl chloride therein, the title compound (0.23 g, 94%) was prepared: 1H NMR (CDCl3, 300 MHz) δ1.42 (s, 9H), 2.20-2.41 (m, 2H), 3.72 (s, 3H), 3.87 (t, J=7.5 Hz, 2H), 4.15 (dd, J=2.5, 10.0 Hz, 1H), 4.33-4.39 (m, 3H), 4.55 (m, 1H), 7.10 (s, 1H), 8.17 (s, 1H), 8.27 (...